From a dataset of the Open Reaction Database (ORD), a public repository of structured organic reaction records. describe an organic reaction: reactants, conditions, products, and yield Starting materials: S1(N(C(c2c1cccc2)=O)C=O)(=O)=O, [Si](CC)(CC)CC, c1c(cc2c(c1OCc1ccccc1)CN(CC2)C(OC(C)(C)C)=O)Br. Reagents/catalysts: c1ccc(cc1)-c2c3ccccc3cc4ccccc24 (9-Phenylanthracene), CCN(C(C)C)C(C)C (DIPEA), 3G OMs XanthPhos. Solvent: CN(C)C=O  (DMF). Conditions: temperature 80 celsius, time 18 hour. The product is CC(C)(C)OC(=O)N1CCc2cc(C=O)cc(OCc3ccccc3)c2C1. As a reaction SMILES: [CH3:1][C:2]([O:5][C:6]([N:8]1[CH2:25][c:24]([c:11]2[CH2:10][CH2:9]1)[c:15]([O:16][CH2:17][c:18]3[cH:23][cH:22][cH:21][cH:20][cH:19]3)[cH:14][c:13](Br)[cH:12]2)=[O:7])([CH3:4])[CH3:3].[O:26]=[CH:27]N1S(=O)(=O)c(c2C1=O)cccc2.CC[SiH](CC)CC>>[CH3:1][C:2]([O:5][C:6]([N:8]1[CH2:25][c:24]([c:11]2[CH2:10][CH2:9]1)[c:15]([O:16][CH2:17][c:18]3[cH:23][cH:22][cH:21][cH:20][cH:19]3)[cH:14][c:13]([CH:27]=[O:26])[cH:12]2)=[O:7])([CH3:4])[CH3:3]. RXN SMILES: [CH3:28][O:29][c:30]1[cH:31][c:32]2[c:37]([cH:38][c:39]1[O:40][CH3:41])[CH2:36][NH:35][CH2:34][CH2:33]2.[CH:42]([OH:43])([CH3:44])[CH3:45].[ClH:27].[K+:21].[K+:22].[O-:23][C:24]([O-:25])=[O:26].[O:1]1[CH:2]([CH2:3][N:4]2[CH2:5][CH2:6][CH:7]([c:10]3[n:11][o:12][c:13]4[c:14]3[cH:15][cH:16][c:17]([F:19])[cH:18]4)[CH2:8][CH2:9]2)[CH2:20]1>>[OH:1][CH:2]([CH2:3][N:4]1[CH2:5][CH2:6][CH:7]([c:10]2[n:11][o:12][c:13]3[c:14]2[cH:15][cH:16][c:17]([F:19])[cH:18]3)[CH2:8][CH2:9]1)[CH2:20][N:35]1[CH2:34][CH2:33][c:32]2[cH:31][c:30]([O:29][CH3:28])[c:39]([O:40][CH3:41])[cH:38][c:37]2[CH2:36]1. Reactants: COc1cc2c(cc1OC)CNCC2, CC(C)O, Cl, [K+], [K+], O=C([O-])[O-], Fc1ccc2c(C3CCN(CC4CO4)CC3)noc2c1. Product: COc1cc2c(cc1OC)CN(CC(O)CN1CCC(c3noc4cc(F)ccc34)CC1)CC2. Starting materials: CC1=C(C=CC=C1)P(C2=C(C=CC=C2)C)C3=C(C=CC=C3)C (P(o-tol)3), crude product, BrC1=CC2=C(NCCCN(C2)C(=O)OC(C)(C)C)N=C1 (tert-butyl 8-bromo-1,2,3,4-tetrahydropyrido[2,3-b][1,5]diazocine-5(6H)-carboxylate), CN(C(C=C)=O)CC=1OC2=C(C1C)C=CC=C2 (N-methyl-N-((3-methylbenzofuran-2-yl)methyl)acrylamide), C(C)N(C(C)C)C(C)C ((i-Pr)2EtN). The reagents and catalysts are CC(=O)[O-].CC(=O)[O-].[Pd+2] (Pd(OAc)2). Solvent: CN(C)C=O.C(CC)#N (DMF propionitrile). Run at temperature 110 celsius, time 30 minute. Product: CN(C(/C=C/C1=CC2=C(NCCCN(C2)C(=O)OC(C)(C)C)N=C1)=O)CC=1OC2=C(C1C)C=CC=C2 ((E)-tert-butyl 8-(3-(methyl((3-methylbenzofuran-2-yl)methyl)amino)-3-oxoprop-1-enyl)-1,2,3,4-tetrahydropyrido[2,3-b][1,5]diazocine-5(6H)-carboxylate). As a reaction SMILES: Br[C:2]1[CH:20]=[N:19][C:5]2[NH:6][CH2:7][CH2:8][CH2:9][N:10]([C:12]([O:14][C:15]([CH3:18])([CH3:17])[CH3:16])=[O:13])[CH2:11][C:4]=2[CH:3]=1.[CH3:21][N:22]([CH2:27][C:28]1[O:29][C:30]2[CH:37]=[CH:36][CH:35]=[CH:34][C:31]=2[C:32]=1[CH3:33])[C:23](=[O:26])[CH:24]=[CH2:25].C(N(C(C)C)C(C)C)C.CC1C=CC=CC=1P(C1C=CC=CC=1C)C1C=CC=CC=1C>CN(C=O)C.C(#N)CC.CC([O-])=O.CC([O-])=O.[Pd+2]>[CH3:21][N:22]([CH2:27][C:28]1[O:29][C:30]2[CH:37]=[CH:36][CH:35]=[CH:34][C:31]=2[C:32]=1[CH3:33])[C:23](=[O:26])/[CH:24]=[CH:25]/[C:2]1[CH:20]=[N:19][C:5]2[NH:6][CH2:7][CH2:8][CH2:9][N:10]([C:12]([O:14][C:15]([CH3:18])([CH3:17])[CH3:16])=[O:13])[CH2:11][C:4]=2[CH:3]=1 |f:4.5,6.7.8|. Procedure details: A suspension of tert-butyl 8-bromo-1,2,3,4-tetrahydropyrido[2,3-b][1,5]diazocine-5(6H)-carboxylate (45 mg, 0.13 mmol), N-methyl-N-((3-methylbenzofuran-2-yl)methyl)acrylamide (90 mg, 0.39 mmol) and (i-Pr)2EtN (0.11 mL, 0.66 mmol) in 3.75 mL of DMF:propionitrile (4:1) was de-oxygenated with Ar for 30 min. The mixture was treated with Pd(OAc)2 (3.0 mg, 0.013 mmol) and P(o-tol)3 (8.0 mg, 0.026 mmol) then heated to 110° C. for 20 h. The hot mixture was filtered through a pad of celite and washed with... Reactants: C1(C=2C(C(N1CCCC1=CC=C(C=C1)CCC(=O)OC(C)(C)C)=O)=CC=CC2)=O (t-butyl 3-[4-(3-phthalimidopropyl)phenyl]propionate), O.NN (hydrazine hydrate). The solvent is CO (methanol). The product is NCCCC1=CC=C(C=C1)CCC(=O)OC(C)(C)C (t-butyl 3-[4-(3-aminopropyl)phenyl]propionate). Yield: 89.8%. Reaction SMILES: C1(=O)[N:5]([CH2:6][CH2:7][CH2:8][C:9]2[CH:14]=[CH:13][C:12]([CH2:15][CH2:16][C:17]([O:19][C:20]([CH3:23])([CH3:22])[CH3:21])=[O:18])=[CH:11][CH:10]=2)C(=O)C2=CC=CC=C12.O.NN>CO>[NH2:5][CH2:6][CH2:7][CH2:8][C:9]1[CH:14]=[CH:13][C:12]([CH2:15][CH2:16][C:17]([O:19][C:20]([CH3:23])([CH3:22])[CH3:21])=[O:18])=[CH:11][CH:10]=1 |f:1.2|. Reported procedure: With 6.88 g (17.5 mmols) of t-butyl 3-[4-(3-phthalimidopropyl)phenyl]propionate were admixed 1.10 ml (22.8 mmols) of hydrazine hydrate and 50 ml of methanol. The mixture was refluxed for 1 hour, cooled to room temperature and then concentrated. The concentrate was dissolved in 200 ml of 1 mol dm-3NaOH, followed by extraction with ether. The extract was dried over K2CO3 and concentrated to give 4.14 g (yield 90%) of t-butyl 3-[4-(3-aminopropyl)phenyl]propionate in the form of an oil. Reactants: C(C)(C)(C)OC(=O)N[C@@H](CCCNC(NS(=O)(=O)C1=C(C=C(C=C1C)C)C)=N)C(=O)NCC(=O)OC([C@@H](N)C(C(=O)[O-])CC1=CC=CC=C1)=O (Nα -t-butoxycarbonyl-Nω -mesitylenesulfonyl-L-arginylglycyl-β-benzyl-L-aspartate), Cl.O1CCOCC1 (HCl dioxane). The solvent is O1CCOCC1 (dioxane). Reaction conditions: time 1 hour. The product is Cl.C1(=C(C(=CC(=C1)C)C)S(=O)(=O)NC(NCCC[C@H](N)C(=O)NCC(=O)OC([C@@H](N)C(C(=O)O)CC1=CC=CC=C1)=O)=N)C (Nω -mesitylenesulfonyl-L-arginylglycyl-β-benzyl-L-aspartate hydrochloride). RXN SMILES: C(OC([NH:8][C@H:9]([C:29]([NH:31][CH2:32][C:33]([O:35][C:36](=[O:50])[C@H:37]([CH:39]([CH2:43][C:44]1[CH:49]=[CH:48][CH:47]=[CH:46][CH:45]=1)[C:40]([O-:42])=[O:41])[NH2:38])=[O:34])=[O:30])[CH2:10][CH2:11][CH2:12][NH:13][C:14](=[NH:28])[NH:15][S:16]([C:19]1[C:24]([CH3:25])=[CH:23][C:22]([CH3:26])=[CH:21][C:20]=1[CH3:27])(=[O:18])=[O:17])=O)(C)(C)C.[ClH:51].O1CCOCC1>O1CCOCC1>[ClH:51].[C:24]1([CH3:25])[CH:23]=[C:22]([CH3:26])[CH:21]=[C:20]([CH3:27])[C:19]=1[S:16]([NH:15][C:14](=[NH:28])[NH:13][CH2:12][CH2:11][CH2:10][C@@H:9]([C:29]([NH:31][CH2:32][C:33]([O:35][C:36](=[O:50])[C@H:37]([CH:39]([CH2:43][C:44]1[CH:49]=[CH:48][CH:47]=[CH:46][CH:45]=1)[C:40]([OH:42])=[O:41])[NH2:38])=[O:34])=[O:30])[NH2:8])(=[O:18])=[O:17] |f:1.2,4.5|. Procedure details: 1.5 g (2.1 mmol) of compound (III) was dissolved in 30 ml of purified dioxane and 30 ml of 4N HCl/dioxane was added thereto. The mixture was stirred for 1 hour. After concentrating to dryness, the product was crystallized by adding dry ether. The crystals were centrifuged, washed with dry ether several times and dried. Thus 1.3 g of the titled compound was obtained. Reactants: O (water), C(C)OC(=O)CN1C=NC2=C1C=CC=C2 (1-(ethoxycarbonylmethyl)benzimidazole), C1(CCCC1)N1N=C(C(=C1N)C(=O)N)CC (1-cyclopentyl-3-ethyl-5-amino-1H-pyrazole-4-carboxamide), [Na] (Sodium), C(C)O (ethanol). The solvent is C(C)(=O)O (acetic acid). Yields the product C1(CCCC1)N1NC(=C2C1=NC(=NC2=O)CC=2NC1=C(N2)C=CC=C1)CC (1-cyclopentyl-3-ethyl-6-[1-benzimidazolylmethyl]pyrazolo-[3,4-d]pyrimidin-4-one). Yield: 75.0%. As a reaction SMILES: [Na].C(OC(C[N:8]1[C:12]2[CH:13]=[CH:14][CH:15]=[CH:16][C:11]=2[N:10]=[CH:9]1)=O)C.[CH:17]1([N:22]2[C:26]([NH2:27])=[C:25]([C:28]([NH2:30])=[O:29])[C:24]([CH2:31][CH3:32])=[N:23]2)[CH2:21][CH2:20][CH2:19][CH2:18]1.O.[CH2:34](O)[CH3:35]>C(O)(=O)C>[CH:17]1([N:22]2[C:26]3=[N:27][C:34]([CH2:35][C:9]4[NH:8][C:12]5[CH:13]=[CH:14][CH:15]=[CH:16][C:11]=5[N:10]=4)=[N:30][C:28](=[O:29])[C:25]3=[C:24]([CH2:31][CH3:32])[NH:23]2)[CH2:18][CH2:19][CH2:20][CH2:21]1 |^1:0|. Procedure details: Sodium (338 mg) was dissolved in ethanol (30 mL) and 1-(ethoxycarbonylmethyl)benzimidazole (3.0 g, 14.7 mmol) and 1-cyclopentyl-3-ethyl-5-amino-1H-pyrazole-4-carboxamide (1.6 g) were added. The reaction mixture was refluxed overnight, the solvent was stripped and the residue was treated with water and acetic acid. A precipitate formed which was collected by filtration and washed with water to afford 1.96 g (75%) of 1-cyclopentyl-3-ethyl-6-[1-benzimidazolylmethyl]pyrazolo-[3,4-d]pyrimidin-4-one, ...